From a dataset of the Open Reaction Database (ORD), a public repository of structured organic reaction records. describe an organic reaction: reactants, conditions, products, and yield The reactants are C(=O)(OCC1=CC=CC=C1)N1[C@H](C(=O)O)CC(C1)=O (N-carbobenzyloxy-4-keto-L-proline), C(CO)O (ethylene glycol), p-toluenesulfonic acid H2O, C1=CC=CC=C1 (benzene). The solvent is O (water). Run at time 8 hour. Yields the product C(=O)(OCC1=CC=CC=C1)N1[C@H](C(=O)O)CC2(C1)OCCO2 (N-carbobenzyloxy-4,4-ethylenedioxy-L-proline). The yield is 97.0%. RXN SMILES: [C:1]([N:11]1[CH2:18][C:17](=[O:19])[CH2:16][C@H:12]1[C:13]([OH:15])=[O:14])([O:3][CH2:4][C:5]1[CH:10]=[CH:9][CH:8]=[CH:7][CH:6]=1)=[O:2].[CH2:20](O)[CH2:21][OH:22].C1C=CC=CC=1>O>[C:1]([N:11]1[CH2:18][C:17]2([O:22][CH2:21][CH2:20][O:19]2)[CH2:16][C@H:12]1[C:13]([OH:15])=[O:14])([O:3][CH2:4][C:5]1[CH:6]=[CH:7][CH:8]=[CH:9][CH:10]=1)=[O:2]. Procedure: A stirred mixture of 12.8 g (0.049 mole) of N-carbobenzyloxy-4-keto-L-proline, 53 ml (0.095 mole) of ethylene glycol, and 0.35 g of p-toluenesulfonic acid H2O in 1.31 l. of benzene is heated and the resulting solution is refluxed for 7 hours (water formed is collected in a Dean-Stark apparatus). After standing overnight at room temperature, the lower glycol layer is separated and the benzene solution is washed with 150 ml of saturated sodium chloride, dried (MgSO4), and the solvent evaporated to...